From a dataset of the Open Reaction Database (ORD), a public repository of structured organic reaction records. describe an organic reaction: reactants, conditions, products, and yield The reactants are BrCc1csc(Br)n1, O=C([O-])[O-], CC#N, CCOC(C)=O, [Cs+], [Cs+], [I-], [Na+], Cn1nnnc1C(=NO)c1ccccc1. Yields the product Cn1nnnc1C(=NOCc1csc(Br)n1)c1ccccc1. Reaction SMILES: [Br:24][c:25]1[s:26][cH:27][c:28]([CH2:30][Br:31])[n:29]1.[C:16](=[O:17])([O-:18])[O-:19].[CH3:32][C:33]#[N:34].[CH3:35][CH2:36][O:37][C:38](=[O:39])[CH3:40].[Cs+:20].[Cs+:21].[I-:23].[Na+:22].[OH:1][N:2]=[C:3]([c:4]1[cH:5][cH:6][cH:7][cH:8][cH:9]1)[c:10]1[n:11][n:12][n:13][n:14]1[CH3:15]>>[O:1]([N:2]=[C:3]([c:4]1[cH:5][cH:6][cH:7][cH:8][cH:9]1)[c:10]1[n:11][n:12][n:13][n:14]1[CH3:15])[CH2:30][c:28]1[cH:27][s:26][c:25]([Br:24])[n:29]1. The reactants are BrC1=C2CC(C(C2=CC=C1)=O)CC(C)C (4-bromo-2-i-butyl-1-indanone), B.[Na] (sodium boron hydride). Run in C(C)O (ethanol), C(C)O (ethanol). Reaction conditions: time 16 hour. Yields the product BrC1=C2CC(C(C2=CC=C1)O)CC(C)C (4-bromo-2-i-butyl-1-hydroxyindane). The yield is 96.4%. As a reaction SMILES: B.[Na].[Br:3][C:4]1[CH:12]=[CH:11][CH:10]=[C:9]2[C:5]=1[CH2:6][CH:7]([CH2:14][CH:15]([CH3:17])[CH3:16])[C:8]2=[O:13]>C(O)C>[Br:3][C:4]1[CH:12]=[CH:11][CH:10]=[C:9]2[C:5]=1[CH2:6][CH:7]([CH2:14][CH:15]([CH3:17])[CH3:16])[CH:8]2[OH:13] |f:0.1,^1:1|. Procedure: A 300-ml three-necked round flask equipped with a stirring bar, a Dimroth condenser, a dropping funnel and a thermometer was charged with 2.51 g (66.3 mmol) of sodium boron hydride and 85 ml of ethanol. To the mixture was added dropwise a solution containing 37.0 g (132.6 mmol) of the above-obtained 4-bromo-2-i-butyl-1-indanone dissolved in 55 ml of ethanol at room temperature under a nitrogen atmosphere. After the addition was completed, the mixture was further stirred for 16 hours. Then, the r...